This data is from the Open Reaction Database (ORD), a public repository of structured organic reaction records. The task is: describe an organic reaction: reactants, conditions, products, and yield Reactants: O=C([O-])[O-], C=O, O=CO, ClC1=C(c2nsnc2Cl)C2CCC(C1)N2, [K+], [K+], O. The product is CN1C2CCC1C(c1nsnc1Cl)=C(Cl)C2. RXN SMILES: [C:21](=[O:22])([O-:23])[O-:24].[CH2:16]=[O:17].[CH:18]([OH:19])=[O:20].[Cl:1][C:2]1=[C:3]([c:10]2[c:11]([Cl:15])[n:12][s:13][n:14]2)[CH:4]2[CH2:5][CH2:6][CH:7]([CH2:8]1)[NH:9]2.[K+:25].[K+:26].[OH2:27]>>[Cl:1][C:2]1=[C:3]([c:10]2[c:11]([Cl:15])[n:12][s:13][n:14]2)[CH:4]2[CH2:5][CH2:6][CH:7]([CH2:8]1)[N:9]2[CH3:18]. Reactants: C(C)C1=CC=C(C=C1)CC (p-diethylbenzene), C(C)C1=CC=CC=C1 (ethylbenzene), C1=CC=CC=C1 (benzene), C=C (ethylene). Solvent: C1(=CC=CC=C1)C (toluene). Yields the product C=CCCCCCC (1-octene), C(C)C1=CC=C(C=C1)C (p-ethyltoluene). RXN SMILES: C1C=CC=CC=1.C=C.[CH2:9]([C:11]1[CH:16]=[CH:15][C:14]([CH2:17]C)=[CH:13][CH:12]=1)[CH3:10].C(C1C=CC=CC=1)C>C1(C)C=CC=CC=1>[CH2:10]=[CH:9][CH2:11][CH2:12][CH2:13][CH2:14][CH2:15][CH3:16].[CH2:9]([C:11]1[CH:16]=[CH:15][C:14]([CH3:17])=[CH:13][CH:12]=1)[CH3:10]. Reported procedure: For example, benzene and ethylene at a mole ratio of 1:2 to 10:1 yield p-diethylbenzene besides ethylbenzene. (p=400 psig, Temp.=800° F.); toluene and 1-octene yield p-ethyltoluene and a mixture of n- and isopropyl toluene rich in p-isomer. The yield is 47.4%. Run in CN(C=O)C (N,N-dimethylformamide). The reactants are O (water), OC=1C(=CC2=C(C(=NO2)C2=C(C=CC=C2)C)C1)O (5,6-dihydroxy-3-(o-tolyl)-1,2-benzisoxazole), C([O-])([O-])=O.[K+].[K+] (potassium carbonate), ClC(C(=O)OC)Cl (methyl dichloroacetate). Reaction conditions: time 1.5 hour. Procedure details: A mixture of 5,6-dihydroxy-3-(o-tolyl)-1,2-benzisoxazole (4.7 g), potassium carbonate (12.1 g), methyl dichloroacetate (4.2 g) in N,N-dimethylformamide (40 ml) was stirred at 90°-95° C. for 1.5 hours. After cooling, water (10 ml) was added to the mixture followed by stirring at 80°-90° C. for 10 minutes. After cooling the mixture was extracted with ether, and then the ether layer was washed with water, dried and evaporated to remove the solvent. The residue was dissolved in a potassium bicarbona... Reaction SMILES: [OH:1][C:2]1[C:3]([OH:18])=[CH:4][C:5]2[O:9][N:8]=[C:7]([C:10]3[CH:15]=[CH:14][CH:13]=[CH:12][C:11]=3[CH3:16])[C:6]=2[CH:17]=1.C(=O)([O-])[O-].[K+:23].[K+].Cl[CH:26](Cl)[C:27]([O:29]C)=[O:28].O>CN(C)C=O>[K+:23].[C:11]1([CH3:16])[CH:12]=[CH:13][CH:14]=[CH:15][C:10]=1[C:7]1[C:6]2[CH:17]=[C:2]3[O:1][CH:26]([C:27]([O-:29])=[O:28])[O:18][C:3]3=[CH:4][C:5]=2[O:9][N:8]=1 |f:1.2.3,7.8|. The product is [K+].C1(=C(C=CC=C1)C1=NOC2=C1C=C1C(=C2)OC(O1)C(=O)[O-])C (3-(o-tolyl)-1,3-dioxolo [4,5-f]-1,2-benzisoxazole-6-carboxylic acid potassium salt). Starting materials: C(C)OC(CC=1C=C(C(=CC1)OC)C1=C(C=C(C=C1)C(F)(F)F)CN(C(OC1=CC=CC=C1)=NC#N)CC)=O ([2′-(3-cyano-1-ethyl-2-phenyl-isoureidomethyl)-6-methoxy-4′-trifluoromethyl-biphenyl-3-yl]-acetic acid ethyl ester), NCC1CC1 ((aminomethyl)cyclopropane). The product is C(C)OC(CC=1C=C(C(=CC1)OC)C1=C(C=C(C=C1)C(F)(F)F)CN(C(=NCC1CC1)NC#N)CC)=O ([2′-(N″-Cyano-N′-cyclopropylmethyl-N-ethyl-guanidinomethyl)-6-methoxy-4′-trifluoromethyl-biphenyl-3-yl]-acetic acid ethyl ester). RXN SMILES: [CH2:1]([O:3][C:4](=[O:39])[CH2:5][C:6]1[CH:7]=[C:8]([C:14]2[CH:19]=[CH:18][C:17]([C:20]([F:23])([F:22])[F:21])=[CH:16][C:15]=2[CH2:24][N:25]([CH2:37][CH3:38])[C:26](=[N:34][C:35]#[N:36])OC2C=CC=CC=2)[C:9]([O:12][CH3:13])=[CH:10][CH:11]=1)[CH3:2].[NH2:40][CH2:41][CH:42]1[CH2:44][CH2:43]1>>[CH2:1]([O:3][C:4](=[O:39])[CH2:5][C:6]1[CH:7]=[C:8]([C:14]2[CH:19]=[CH:18][C:17]([C:20]([F:22])([F:23])[F:21])=[CH:16][C:15]=2[CH2:24][N:25]([CH2:37][CH3:38])[C:26]([NH:34][C:35]#[N:36])=[N:40][CH2:41][CH:42]2[CH2:44][CH2:43]2)[C:9]([O:12][CH3:13])=[CH:10][CH:11]=1)[CH3:2]. Procedure details: Prepared according to the procedure described in Example 33, Step 6, using the following starting materials: [2′-(3-cyano-1-ethyl-2-phenyl-isoureidomethyl)-6-methoxy-4′-trifluoromethyl-biphenyl-3-yl]-acetic acid ethyl ester and (aminomethyl)cyclopropane. Reactants: [BH4-], NS(=O)(=O)c1cc2sc(C=O)cc2s1, [Na+]. Product: NS(=O)(=O)c1cc2sccc2s1. As a reaction SMILES: [BH4-:15].[CH:1](=[O:2])[c:3]1[cH:4][c:5]2[s:6][c:7]([S:11](=[O:12])(=[O:13])[NH2:14])[cH:8][c:9]2[s:10]1.[Na+:16]>>[cH:3]1[cH:4][c:5]2[s:6][c:7]([S:11](=[O:12])(=[O:13])[NH2:14])[cH:8][c:9]2[s:10]1.